From a dataset of the Open Reaction Database (ORD), a public repository of structured organic reaction records. describe an organic reaction: reactants, conditions, products, and yield The reactants are CC1=C(C=CC=C1C)N1CCNCC1 (1-(2,3-dimethylphenyl)piperazine), C1(=C(C=CC=C1)CN1CCN(CC1)C1=CC=CC=C1)C1=CC=CC=C1 (1-(biphenyl-2-ylmethyl)-4-phenylpiperazine), C=1(C(=CC=CC1)C=O)C1=CC=CC=C1 (biphenyl-2-carbaldehyde), [BH-](OC(=O)C)(OC(=O)C)OC(=O)C.[Na+] (NaBH(OAc)3). Yields the product C1(=C(C=CC=C1)CN1CCN(CC1)C1=C(C(=CC=C1)C)C)C1=CC=CC=C1 (1-(biphenyl-2-ylmethyl)-4-(2,3-dimethylphenyl)piperazine). Reaction SMILES: [CH3:1][C:2]1[C:7]([CH3:8])=[CH:6][CH:5]=[CH:4][C:3]=1[N:9]1[CH2:14][CH2:13][NH:12][CH2:11][CH2:10]1.[C:15]1([C:23]2[CH:28]=[CH:27][CH:26]=[CH:25][CH:24]=2)[C:16]([CH:21]=O)=[CH:17][CH:18]=[CH:19][CH:20]=1.[BH-](OC(C)=O)(OC(C)=O)OC(C)=O.[Na+].C1(C2C=CC=CC=2)C=CC=CC=1CN1CCN(C2C=CC=CC=2)CC1>>[C:15]1([C:23]2[CH:24]=[CH:25][CH:26]=[CH:27][CH:28]=2)[CH:20]=[CH:19][CH:18]=[CH:17][C:16]=1[CH2:21][N:12]1[CH2:11][CH2:10][N:9]([C:3]2[CH:4]=[CH:5][CH:6]=[C:7]([CH3:8])[C:2]=2[CH3:1])[CH2:14][CH2:13]1 |f:2.3|. Procedure details: 52.7 mg of the target compound (0.15 mmol, 18.3%) was obtained using 1-(2,3-dimethylphenyl)piperazine (312 mg, 1.64 mmol), biphenyl-2-carbaldehyde (150 mg, 0.82 mmol) and NaBH(OAc)3 (529 mg, 2.46 mmol) according to the synthesis method of Compound 1. The reactants are Clc1ncnc2[nH]c(Br)cc12, CCCCO, CCN(C(C)C)C(C)C, Cc1ccc(N)cc1O. Product: Cc1ccc(Nc2ncnc3[nH]c(Br)cc23)cc1O. Reaction SMILES: [Br:1][c:2]1[cH:3][c:4]2[c:5]([n:6][cH:7][n:8][c:9]2[Cl:10])[nH:11]1.[CH2:30]([OH:31])[CH2:32][CH2:33][CH3:34].[CH:21]([N:22]([CH:23]([CH3:24])[CH3:25])[CH2:26][CH3:27])([CH3:28])[CH3:29].[OH:12][c:13]1[cH:14][c:15]([NH2:16])[cH:17][cH:18][c:19]1[CH3:20]>>[Br:1][c:2]1[cH:3][c:4]2[c:5]([n:6][cH:7][n:8][c:9]2[NH:16][c:15]2[cH:14][c:13]([OH:12])[c:19]([CH3:20])[cH:18][cH:17]2)[nH:11]1. The reactants are Cl.Cl.N[C@@H](CC1=CC=CC=C1)[C@H](C[C@H](CC1=CC=CC=C1)N)O ((2S,3S,5S)-2,5-Diamino-3-hydroxy-1,6-diphenylhexane Dihydrochloride), [N+](=O)([O-])C1=CC=C(C=C1)OC(=O)OCC1=CN=CS1 (5-(p-nitrophenyloxycarbonyloxy-methyl)thiazole), C1(=CC=CC=C1)B(O)O (phenylboronic acid), O (water). Run in Cl (HCl), CN(C)C=O (DMF), C1(=CC=CC=C1)C (toluene), CN(C)C=O (DMF). Run at temperature -60 celsius, time 8 hour. Product: N[C@H](C[C@@H]([C@H](CC1=CC=CC=C1)NC(=O)OCC1=CN=CS1)O)CC1=CC=CC=C1 ((2S,3S,5S)-5-Amino-2-(N-((5-thiazolyl)methoxycarbonyl)amino)-1,6-diphenyl-3-hydroxyhexane). RXN SMILES: Cl.Cl.[NH2:3][C@H:4]([C@@H:12]([OH:23])[CH2:13][C@@H:14]([NH2:22])[CH2:15][C:16]1[CH:21]=[CH:20][CH:19]=[CH:18][CH:17]=1)[CH2:5][C:6]1[CH:11]=[CH:10][CH:9]=[CH:8][CH:7]=1.C1(B(O)O)C=CC=CC=1.O.[N+](C1C=CC([O:43][C:44]([O:46][CH2:47][C:48]2[S:52][CH:51]=[N:50][CH:49]=2)=O)=CC=1)([O-])=O>C1(C)C=CC=CC=1.CN(C=O)C.Cl>[NH2:22][C@@H:14]([CH2:15][C:16]1[CH:21]=[CH:20][CH:19]=[CH:18][CH:17]=1)[CH2:13][C@H:12]([OH:23])[C@@H:4]([NH:3][C:44]([O:46][CH2:47][C:48]1[S:52][CH:51]=[N:50][CH:49]=1)=[O:43])[CH2:5][C:6]1[CH:11]=[CH:10][CH:9]=[CH:8][CH:7]=1 |f:0.1.2|. Procedure details: The product of Example 66F (9.5 g, 33.4 mmol) and phenylboronic acid (4.1 g, 33.6 mmol) were combined in toluene (150 mL) and refluxed for 2.5 hours with azeotropic water removal (Dean-Stark trap). Toluene (100 mL) was distilled out at atmospheric pressure, then the remaining toluene was removed under vacuum, to provide a yellow syrup which was dissolved in DMF (50 mL) and cooled to -60° C. A solution of 5-(p-nitrophenyloxycarbonyloxy-methyl)thiazole (9.5 g, 33.5 mmol)in DMF (50 mL) was added ov... The reactants are C(C)(=O)O[C@H]1[C@H]([C@@H](CCC1)NC1=C(C=C(C(=C1)Cl)Cl)[N+](=O)[O-])OC(C)=O ((±)-(1R*,2S*,3R*)-3-(4,5-Dichloro-2-nitroanilino)-1,2-cyclohexanediyl diacetate), C(CC)O (n-propanol). The reagents and catalysts are [Ni] (Raney nickel). Reaction conditions: time 2 day. Yields the product C(C)(=O)O[C@H]1[C@H]([C@@H](CCC1)N1C=NC2=C1C=C(C(=C2)Cl)Cl)OC(C)=O ((±)-(1R*,2S*,3R*)-3-(5,6-Dichloro-1H-benzimidazol-1-yl)-1,2-cyclohexanediyl Diacetate). Reaction SMILES: [C:1]([O:4][C@@H:5]1[CH2:10][CH2:9][CH2:8][C@@H:7]([NH:11][C:12]2[CH:17]=[C:16]([Cl:18])[C:15]([Cl:19])=[CH:14][C:13]=2[N+:20]([O-])=O)[C@@H:6]1[O:23][C:24](=[O:26])[CH3:25])(=[O:3])[CH3:2].[CH2:27](O)CC>[Ni]>[C:1]([O:4][C@@H:5]1[CH2:10][CH2:9][CH2:8][C@@H:7]([N:11]2[C:12]3[CH:17]=[C:16]([Cl:18])[C:15]([Cl:19])=[CH:14][C:13]=3[N:20]=[CH:27]2)[C@@H:6]1[O:23][C:24](=[O:26])[CH3:25])(=[O:3])[CH3:2]. Procedure details: (±)-(1R*,2S*,3R*)-3-(4,5-Dichloro-2-nitroanilino)-1,2-cyclohexanediyl diacetate (part a of this example, 5.65 g, 13.9 mmol) in n-propanol (250 ml) was shaken with Raney nickel (Aldrich, ca. 0.50 g) under hydrogen (50 psi) for 2 h. Filtration through Celite and evaporation of solvent left the 5,6-diaminobenzimidazole intermediate. Triethylorthoformate (250 ml) and 4 drops of methanesulfonic acid were added and the solution stirred at room temperature for 2 days. Volatiles were evaporated in vacuo... The reactants are amidines, C(C1=CC=CC=C1)(=N)N (benzamidine), C(CCC)NNC(C)=NCC1=CC=CC=C1 (N-n-butylamino-N'-benzyl-acetamidine), caproylamidine, C(C)NC(C1=CC=CC=C1)=NCC1=CC=CC=C1 (N-ethyl-N'-benzyl-benzamidine), C(C)(C)(C)NC(C)=NCC1=CC=CC=C1 (N-t-butyl-N'-benzyl-acetamidine), n- and t-butyl-iminocaprolactam, C(=N)N (formamidine), C(C)(=N)N (acetamidine), C(C1=CC=CC=C1)N=C1C(=O)NCCCC1 (benzylimino-caprolactam). The product is C(CCC)(=O)NC(=N)N (N-butyryl guanidine). As a reaction SMILES: [CH:1]([NH2:3])=[NH:2].C(N)(=[NH:6])C.C(N)(=N)C1C=CC=CC=1.C(N=[C:25]1[CH2:32][CH2:31]CCN[C:26]1=[O:27])C1C=CC=CC=1.C(NC(=NCC1C=CC=CC=1)C1C=CC=CC=1)C.C(NC(=NCC1C=CC=CC=1)C)(C)(C)C.C(NNC(=NCC1C=CC=CC=1)C)CCC>>[C:26]([NH:2][C:1]([NH2:6])=[NH:3])(=[O:27])[CH2:25][CH2:32][CH3:31]. Procedure: The following compounds are also suitable amidines for salt formation: formamidine, acetamidine, caproylamidine, benzamidine, benzylimino-caprolactam, n- and t-butyl-iminocaprolactam, N-ethyl-N'-benzyl-benzamidine, N-t-butyl-N'-benzyl-acetamidine and N-n-butylamino-N'-benzyl-acetamidine. Starting materials: S(=O)(=O)(OC)OC (dimethyl sulfate), NC1=C(C=CC(=N1)O)Br (6-amino-5-bromo-pyridin-2-ol), C1(=CC=CC=C1)C (toluene), C[Si](C)(C)[N-][Si](C)(C)C.[K+] (potassium bis(trimethylsilyl)amide). The solvent is CN(C)C=O (DMF). Run at time 10 minute. The product is BrC=1C(=NC(=CC1)OC)N (3-bromo-6-methoxy-pyridin-2-ylamine). Isolated yield 13.0%. Reaction SMILES: [NH2:1][C:2]1[N:7]=[C:6]([OH:8])[CH:5]=[CH:4][C:3]=1[Br:9].[CH3:10][Si]([N-][Si](C)(C)C)(C)C.[K+].C1(C)C=CC=CC=1.S(OC)(OC)(=O)=O>CN(C=O)C>[Br:9][C:3]1[C:2]([NH2:1])=[N:7][C:6]([O:8][CH3:10])=[CH:5][CH:4]=1 |f:1.2|. Procedure: To a solution of 6-amino-5-bromo-pyridin-2-ol (1.0 g) in DMF (30 mL) was added at 0° C. 0.5 M potassium bis(trimethylsilyl)amide in toluene (11.7 mL, 5.83 mmol) under Ar atmosphere. After stirring for 10 minutes, dimethyl sulfate (0.64 mL, 5.26 mmol) was added at 0° C. The mixture was allowed to warm to room temperature, and was stirred for an additional two hours. Buffer (pH 7) was added and mixture was extracted with diethyl ether. The combined organic extracts were washed with brine, dried (N... Starting materials: FC1=CC=C(C=C1)C(C(=O)O)=C(C)C (2-(p-fluorophenyl)-3-methylcrotonic acid), O=O (O2), Ru(OAc)2. Reagents/catalysts: [Ru] (Ruthenium). Solvent: CO (methanol), CO (methanol). Conditions: time 10 minute. Product: FC1=CC=C(C=C1)[C@@H](C(=O)O)C(C)C ((S)-2-(p-fluorophenyl)-3-methylbutyric acid). The yield is 97.5%. Reaction SMILES: O=O.[F:3][C:4]1[CH:9]=[CH:8][C:7]([C:10](=[C:14]([CH3:16])[CH3:15])[C:11]([OH:13])=[O:12])=[CH:6][CH:5]=1>CO.[Ru]>[F:3][C:4]1[CH:5]=[CH:6][C:7]([C@H:10]([CH:14]([CH3:16])[CH3:15])[C:11]([OH:13])=[O:12])=[CH:8][CH:9]=1. Reported procedure: Ruthenium-catalyzed hydrogenation. -- A catalyst solution was prepared in a glove box (O2 content <1 ppm) by dissolving 0.418 g (0.544 mmol) of Ru(OAc)2 [(R)-BlPHEMP] in 100 ml of methanol and stirring at RT for 10 minutes. Then, 211.2 g (1.0875 mol) of 2-(p-fluorophenyl)-3-methylcrotonic acid and 700 ml of methanol were placed in a 2 l autoclave and the catalyst solution prepared above was added. The autoclave was sealed and the hydrogenation was carried out while stirring at 10° and under a pr... The reactants are C(C1=CC=CC=C1)OC(=O)NCCCCC(C(C(=O)OC(C)(C)C)C1=CC=CC=C1)=O (t-butyl 7-(N-benzyloxycarbonylamino)-3-oxo-2-phenylheptanoate), compound, [BH4-].[Na+] (sodium borohydride), Cl (hydrochloric acid). Solvent: CO (methanol). The product is C(C1=CC=CC=C1)OC(=O)NCCCCC(C(C(=O)OC(C)(C)C)C1=CC=CC=C1)O (t-butyl 7-(N-benzyloxycarbonylamino)-3-hydroxy-2-phenylheptanoate). Yield: 98.0%. RXN SMILES: [CH2:1]([O:8][C:9]([NH:11][CH2:12][CH2:13][CH2:14][CH2:15][C:16](=[O:31])[CH:17]([C:25]1[CH:30]=[CH:29][CH:28]=[CH:27][CH:26]=1)[C:18]([O:20][C:21]([CH3:24])([CH3:23])[CH3:22])=[O:19])=[O:10])[C:2]1[CH:7]=[CH:6][CH:5]=[CH:4][CH:3]=1.[BH4-].[Na+].Cl>CO>[CH2:1]([O:8][C:9]([NH:11][CH2:12][CH2:13][CH2:14][CH2:15][CH:16]([OH:31])[CH:17]([C:25]1[CH:30]=[CH:29][CH:28]=[CH:27][CH:26]=1)[C:18]([O:20][C:21]([CH3:22])([CH3:23])[CH3:24])=[O:19])=[O:10])[C:2]1[CH:3]=[CH:4][CH:5]=[CH:6][CH:7]=1 |f:1.2|. Procedure details: The same procedures as in Example 26 were performed except that 0.2 g (0.47 mmol) of t-butyl 7-(N-benzyloxycarbonylamino)-3-oxo-2-phenylheptanoate instead of ethyl 7-(N-benzyloxycarbonylamino)-3-oxo-2-phenylheptanoate was dissolved in 4 ml of methanol, 18 mg (0.47 mol) of sodium borohydride was added, and 4 ml of 4N hydrochloric acid was added to the reaction solution, to prepare the target compound as a pale yellow oil in an amount of 196 mg at a yield of 98%. The selectivity of the products in... The reactants are CC(=O)O[BH-](OC(C)=O)OC(C)=O, O=Cc1cncn1Cc1ccccc1, ClCCCl, CC(=O)Nc1nc2c(Oc3cc(-c4ccc(C(F)(F)F)cc4N)ncn3)cccc2s1, [Na+]. The product is CC(=O)Nc1nc2c(Oc3cc(-c4ccc(C(F)(F)F)cc4NCc4cncn4Cc4ccccc4)ncn3)cccc2s1. Reaction SMILES: [C:46]([O:47][BH-:48]([O:49][C:50](=[O:51])[CH3:52])[O:53][C:54](=[O:55])[CH3:56])(=[O:57])[CH3:58].[CH2:32]([c:33]1[cH:34][cH:35][cH:36][cH:37][cH:38]1)[n:39]1[cH:40][n:41][cH:42][c:43]1[CH:44]=[O:45].[Cl:60][CH2:61][CH2:62][Cl:63].[NH2:1][c:2]1[c:3](-[c:12]2[cH:13][c:14]([O:18][c:19]3[cH:20][cH:21][cH:22][c:23]4[c:24]3[n:25][c:26]([NH:28][C:29]([CH3:30])=[O:31])[s:27]4)[n:15][cH:16][n:17]2)[cH:4][cH:5][c:6]([C:8]([F:9])([F:10])[F:11])[cH:7]1.[Na+:59]>>[NH:1]([c:2]1[c:3](-[c:12]2[cH:13][c:14]([O:18][c:19]3[cH:20][cH:21][cH:22][c:23]4[c:24]3[n:25][c:26]([NH:28][C:29]([CH3:30])=[O:31])[s:27]4)[n:15][cH:16][n:17]2)[cH:4][cH:5][c:6]([C:8]([F:9])([F:10])[F:11])[cH:7]1)[CH2:44][c:43]1[n:39]([CH2:32][c:33]2[cH:34][cH:35][cH:36][cH:37][cH:38]2)[cH:40][n:41][cH:42]1.